This data is from the Open Reaction Database (ORD), a public repository of structured organic reaction records. The task is: describe an organic reaction: reactants, conditions, products, and yield Starting materials: B(Br)(Br)Br (BBr3), C(#N)C1=C(C=C(C=C1)C(C)(C=1N(C=NC1)C)NC(CCC1=CC(=CC=C1)OC)=O)F (N-[1-(4-cyano-3-fluoro-phenyl)-1-(3-methyl-3H-imidazol-4-yl)-ethyl]-3-(3-methoxy-phenyl)-propionamide). Solvent: C(Cl)(Cl)Cl (CHCl3). Run at temperature 20 celsius, time 20 minute. Yields the product C(#N)C1=C(C=C(C=C1)C(C)(C=1N(C=NC1)C)NC(CCC1=CC(=CC=C1)O)=O)F (N-[1-(4-Cyano-3-fluoro-phenyl)-1-(3-methyl-3H-imidazol-4-yl)-ethyl]-3-(3-hydroxy-phenyl)-propionamide). RXN SMILES: B(Br)(Br)Br.[C:5]([C:7]1[CH:12]=[CH:11][C:10]([C:13]([NH:21][C:22](=[O:33])[CH2:23][CH2:24][C:25]2[CH:30]=[CH:29][CH:28]=[C:27]([O:31]C)[CH:26]=2)([C:15]2[N:16]([CH3:20])[CH:17]=[N:18][CH:19]=2)[CH3:14])=[CH:9][C:8]=1[F:34])#[N:6]>C(Cl)(Cl)Cl>[C:5]([C:7]1[CH:12]=[CH:11][C:10]([C:13]([NH:21][C:22](=[O:33])[CH2:23][CH2:24][C:25]2[CH:30]=[CH:29][CH:28]=[C:27]([OH:31])[CH:26]=2)([C:15]2[N:16]([CH3:20])[CH:17]=[N:18][CH:19]=2)[CH3:14])=[CH:9][C:8]=1[F:34])#[N:6]. Reported procedure: BBr3 (1M in CH2Cl2 ) (4 mL) was added slowly to a solution of N-[1-(4-cyano-3-fluoro-phenyl)-1-(3-methyl-3H-imidazol-4-yl)-ethyl]-3-(3-methoxy-phenyl)-propionamide (0.123 g, 0.25 mmol) in CHCl3 (2 mL) at 0° C. After 10 min the ice bath was removed and the mixture stirred at 20° C. for 20 min. The mixture was cooled to 0° C., quenched with saturated NaHCO3 solution (25 mL), then extracted with EtOAc (3×50 mL). The organic layers were combined, washed with water, brine, dried (Na2SO4), filtered, a...